From a dataset of the Open Reaction Database (ORD), a public repository of structured organic reaction records. describe an organic reaction: reactants, conditions, products, and yield The reactants are ClC=1C=C(C(=O)O)C=CC1C(NC1=CC(=C(C=C1)Cl)C1=NC=CC=C1)=O (3-chloro-4-(4-chloro-3-(pyridin-2-yl)phenylcarbamoyl)benzoic acid), CS(=O)(=O)CCN (2-(methylsulfonyl)ethanamine). Yields the product ClC1=C(C(=O)NC2=CC(=C(C=C2)Cl)C2=NC=CC=C2)C=CC(=C1)C(=O)NCCS(=O)(=O)C (2-chloro-N1-(4-chloro-3-(pyridin-2-yl)phenyl)-N4-(2-(methylsulfonyl)ethyl)terephthalamide). RXN SMILES: [Cl:1][C:2]1[CH:3]=[C:4]([CH:8]=[CH:9][C:10]=1[C:11](=[O:26])[NH:12][C:13]1[CH:18]=[CH:17][C:16]([Cl:19])=[C:15]([C:20]2[CH:25]=[CH:24][CH:23]=[CH:22][N:21]=2)[CH:14]=1)[C:5]([OH:7])=O.[CH3:27][S:28]([CH2:31][CH2:32][NH2:33])(=[O:30])=[O:29]>>[Cl:1][C:2]1[CH:3]=[C:4]([C:5]([NH:33][CH2:32][CH2:31][S:28]([CH3:27])(=[O:30])=[O:29])=[O:7])[CH:8]=[CH:9][C:10]=1[C:11]([NH:12][C:13]1[CH:18]=[CH:17][C:16]([Cl:19])=[C:15]([C:20]2[CH:25]=[CH:24][CH:23]=[CH:22][N:21]=2)[CH:14]=1)=[O:26]. Procedure details: 50 mg of 3-chloro-4-(4-chloro-3-(pyridin-2-yl)phenylcarbamoyl)benzoic acid was coupled to 2-(methylsulfonyl)ethanamine via Procedure G. The crude product was purified on reverse phase HPLC to yield 2-chloro-N1-(4-chloro-3-(pyridin-2-yl)phenyl)-N4-(2-(methylsulfonyl)ethyl)terephthalamide. MS (Q1) 492 (M)+.